Dataset: the Open Reaction Database (ORD), a public repository of structured organic reaction records. Task: describe an organic reaction: reactants, conditions, products, and yield Reactants: Nc1cc(C(F)(F)F)c(Br)cc1F, CC(C)c1cc(C(C)C)c(-c2ccccc2P(C(C)(C)C)C(C)(C)C)c(C(C)C)c1, C1CCOC1, CN1CCNCC1, CC(C)(C)[O-], [Na+]. Yields the product CN1CCN(c2cc(F)c(N)cc2C(F)(F)F)CC1. Reaction SMILES: [Br:1][c:2]1[cH:3][c:4]([F:13])[c:5]([NH2:6])[cH:7][c:8]1[C:9]([F:10])([F:11])[F:12].[C:21]([P:22]([C:23]([CH3:24])([CH3:25])[CH3:26])[c:27]1[cH:28][cH:29][cH:30][cH:31][c:32]1-[c:33]1[c:34]([CH:35]([CH3:36])[CH3:37])[cH:38][c:39]([CH:40]([CH3:41])[CH3:42])[cH:43][c:44]1[CH:45]([CH3:46])[CH3:47])([CH3:48])([CH3:49])[CH3:50].[CH2:57]1[O:58][CH2:59][CH2:60][CH2:61]1.[CH3:14][N:15]1[CH2:16][CH2:17][NH:18][CH2:19][CH2:20]1.[CH3:51][C:52]([CH3:53])([O-:54])[CH3:55].[Na+:56]>>[c:2]1([N:18]2[CH2:17][CH2:16][N:15]([CH3:14])[CH2:20][CH2:19]2)[cH:3][c:4]([F:13])[c:5]([NH2:6])[cH:7][c:8]1[C:9]([F:10])([F:11])[F:12]. The solvent is ClC(C)Cl (dichloroethane). Yield: 29.7%. Reaction SMILES: [Cl:1][CH2:2][C:3](Cl)=[O:4].[Cl-].[Al+3].[Cl-].[Cl-].[CH3:10][C:11]1[CH:21]=[CH:20][CH:19]=[CH:18][C:12]=1[CH2:13][NH:14][C:15](=[O:17])[CH3:16]>ClC(Cl)C>[Cl:1][CH2:2][C:3]([C:20]1[CH:19]=[CH:18][C:12]([CH2:13][NH:14][C:15](=[O:17])[CH3:16])=[C:11]([CH3:10])[CH:21]=1)=[O:4] |f:1.2.3.4|. Procedure: Chloroacetyl chloride (17 g) was added dropwise to a mixture of aluminum chloride (13.3 g) in dichloroethane (60 ml) at ambient temperature under stirring and the mixture was stirred for one hour. To the resulting mixture was added N-(2-methylbenzyl)acetamide (13.3 g) at ambient temperature and the mixture was stirred at 25° to 50° C. for 1.5 hours. The reaction mixture was poured into ice water and extracted with a mixture of ethyl acetate and tetrahydrofuran. The extract was washed with brine ... Starting materials: ice water, ClCC(=O)Cl (Chloroacetyl chloride), [Cl-].[Al+3].[Cl-].[Cl-] (aluminum chloride), CC1=C(CNC(C)=O)C=CC=C1 (N-(2-methylbenzyl)acetamide). Product: ClCC(=O)C1=CC(=C(CNC(C)=O)C=C1)C (N-(4-chloroacetyl-2-methylbenzyl)acetamide). Starting materials: ClC1=NC=NC(=C1F)OCC#CCC (4-chloro-5-fluoro-6-(2-pentynyloxy)pyrimidine), CC1CNCCC1 (3-methylpiperidine). Reaction conditions: time 3 hour. The product is FC=1C(=NC=NC1OCC#CCC)N1CC(CCC1)C (5-fluoro-4-(3-methylpiperidino)-6-(2-pentynyloxy)pyrimidine). The yield is 89.0%. RXN SMILES: Cl[C:2]1[C:7]([F:8])=[C:6]([O:9][CH2:10][C:11]#[C:12][CH2:13][CH3:14])[N:5]=[CH:4][N:3]=1.[CH3:15][CH:16]1[CH2:21][CH2:20][CH2:19][NH:18][CH2:17]1>>[F:8][C:7]1[C:2]([N:18]2[CH2:19][CH2:20][CH2:21][CH:16]([CH3:15])[CH2:17]2)=[N:3][CH:4]=[N:5][C:6]=1[O:9][CH2:10][C:11]#[C:12][CH2:13][CH3:14]. Procedure details: 0.2 g of 4-chloro-5-fluoro-6-(2-pentynyloxy)pyrimidine and 0.29 g of 3-methylpiperidine were mixed and left for 3 hours at room temperature. The reaction mixture was subjected to silica gel column chromatography to obtain 0.23 g of 5-fluoro-4-(3-methylpiperidino)-6-(2-pentynyloxy)pyrimidine (hereinafter, referred to as Compound (10)). Procedure: A mixture of rac-3,5-dichloro-2-(2-((2,3-dihydrofuro[2,3-b]pyridin-3-yl)amino)-2-oxoethyl)benzyl acetate (0.097 mmol) in 0.5 mL THF and 0.24 mL of 2M NaOH solution was stirred at 30° C. for 3 h. The reaction mixture was diluted with EtOAc and washed with water and brine. The organic layer was dried over MgSO4 and concentrated in vacuo to give the desired compound as white solid. RXN SMILES: C([O:4][CH2:5][C:6]1[CH:11]=[C:10]([Cl:12])[CH:9]=[C:8]([Cl:13])[C:7]=1[CH2:14][C:15]([NH:17][CH:18]1[C:26]2[C:21](=[N:22][CH:23]=[CH:24][CH:25]=2)[O:20][CH2:19]1)=[O:16])(=O)C>C1COCC1.[OH-].[Na+].CCOC(C)=O>[Cl:13][C:8]1[CH:9]=[C:10]([Cl:12])[CH:11]=[C:6]([CH2:5][OH:4])[C:7]=1[CH2:14][C:15]([NH:17][CH:18]1[C:26]2[C:21](=[N:22][CH:23]=[CH:24][CH:25]=2)[O:20][CH2:19]1)=[O:16] |f:2.3|. Product: ClC1=C(C(=CC(=C1)Cl)CO)CC(=O)NC1COC2=NC=CC=C21 (rac-2-(2,4-dichloro-6-(hydroxymethyl)phenyl)-N-(2,3-dihydrofuro[2,3-b]pyridin-3-yl)acetamide). The solvent is C1CCOC1 (THF), [OH-].[Na+] (NaOH), CCOC(=O)C (EtOAc). Reaction conditions: temperature 30 celsius, time 3 hour. Starting materials: C(C)(=O)OCC1=C(C(=CC(=C1)Cl)Cl)CC(=O)NC1COC2=NC=CC=C21 (rac-3,5-dichloro-2-(2-((2,3-dihydrofuro[2,3-b]pyridin-3-yl)amino)-2-oxoethyl)benzyl acetate). Starting materials: C(C)(C)(C)C=1N=C(C=2C(N1)=NN(N2)CC)N2CC(CC2)(F)F (5-tert-Butyl-7-(3,3-difluoro-pyrrolidin-1-yl)-2-ethyl-2H-[1,2,3]triazolo[4,5-d]pyrimidine), C(C)(C)(C)C=1N=C(C2=C(N1)NN=N2)N2CC(CC2)(F)F (5-tert-butyl-7-(3,3-difluoropyrrolidin-1-yl)-3H-[1,2,3]triazolo[4,5-d]pyrimidine), BrCC1=C(C=CC(=C1)F)Cl (2-(bromomethyl)-1-chloro-4-fluorobenzene). The product is C(C)(C)(C)C=1N=C(C=2C(N1)=NN(N2)CC2=C(C=CC(=C2)F)Cl)N2CC(CC2)(F)F (5-tert-Butyl-2-(2-chloro-5-fluoro-benzyl)-7-(3,3-difluoro-pyrrolidin-1-yl)-2H-[1,2,3]triazolo[4,5-d]pyrimidine), gum. Isolated yield 23.0%. As a reaction SMILES: [C:1]([C:5]1[N:6]=[C:7]([N:16]2[CH2:20][CH2:19][C:18]([F:22])([F:21])[CH2:17]2)[C:8]2[C:9](=[N:11][N:12]([CH2:14][CH3:15])[N:13]=2)[N:10]=1)([CH3:4])([CH3:3])[CH3:2].C(C1N=C(N2CCC(F)(F)C2)C2N=NNC=2N=1)(C)(C)C.BrCC1[CH:50]=[C:49]([F:51])[CH:48]=[CH:47][C:46]=1[Cl:52]>>[C:1]([C:5]1[N:6]=[C:7]([N:16]2[CH2:20][CH2:19][C:18]([F:21])([F:22])[CH2:17]2)[C:8]2[C:9](=[N:11][N:12]([CH2:14][C:15]3[CH:50]=[C:49]([F:51])[CH:48]=[CH:47][C:46]=3[Cl:52])[N:13]=2)[N:10]=1)([CH3:2])([CH3:3])[CH3:4]. Procedure details: In analogy to the procedure described for the synthesis of 5-tert-butyl-7-(3,3-difluoro-pyrrolidin-1-yl)-2-ethyl-2H-[1,2,3]triazolo[4,5-d]pyrimidine (example 3, step b), the title compound was prepared from 5-tert-butyl-7-(3,3-difluoropyrrolidin-1-yl)-3H-[1,2,3]triazolo[4,5-d]pyrimidine and 2-(bromomethyl)-1-chloro-4-fluorobenzene and isolated as light-yellow gum (4.0 mg, 23%). MS (m/e): 425.3 (MH+).